This data is from the Open Reaction Database (ORD), a public repository of structured organic reaction records. The task is: describe an organic reaction: reactants, conditions, products, and yield Starting materials: CC(CC=O)C1=NN=C(S1)NC(C(CCC)NC(CC1=CC(=CC(=C1)F)F)=O)=O (2-[2-(3,5-difluoro-phenyl)-acetylamino]-pentanoic acid [5-(1-methyl-3-oxo-propyl)-[1,3,4]thiadiazol-2-yl]-amide), C(C)(C)N (isopropylamine), C(#N)[BH3-].[Na+] (Sodium cyanoborohydride), S(=O)(=O)([O-])[O-].[Na+].[Na+] (sodium sulphate). Run in ClC(C)Cl (dichloroethane), C(Cl)Cl (methylene chloride), C(C)(=O)O (acetic acid). Run at time 10 minute. Product: C(C)(C)NCCC(C)C1=NN=C(S1)NC(C(CCC)NC(CC1=CC(=CC(=C1)F)F)=O)=O (2-[2-(3,5-Difluoro-phenyl)-acetylamino]-pentanoic acid [5-(3-isopropylamino-1-methyl-propyl)-[1,3,4]thiadiazol-2-yl]-amide). As a reaction SMILES: [CH3:1][CH:2]([C:6]1[S:10][C:9]([NH:11][C:12](=[O:29])[CH:13]([NH:17][C:18](=[O:28])[CH2:19][C:20]2[CH:25]=[C:24]([F:26])[CH:23]=[C:22]([F:27])[CH:21]=2)[CH2:14][CH2:15][CH3:16])=[N:8][N:7]=1)[CH2:3][CH:4]=O.[CH:30]([NH2:33])([CH3:32])[CH3:31].C([BH3-])#N.[Na+].S([O-])([O-])(=O)=O.[Na+].[Na+]>ClC(Cl)C.C(Cl)Cl.C(O)(=O)C>[CH:30]([NH:33][CH2:4][CH2:3][CH:2]([C:6]1[S:10][C:9]([NH:11][C:12](=[O:29])[CH:13]([NH:17][C:18](=[O:28])[CH2:19][C:20]2[CH:25]=[C:24]([F:26])[CH:23]=[C:22]([F:27])[CH:21]=2)[CH2:14][CH2:15][CH3:16])=[N:8][N:7]=1)[CH3:1])([CH3:32])[CH3:31] |f:2.3,4.5.6|. Reported procedure: A mixture of 2-[2-(3,5-difluoro-phenyl)-acetylamino]-pentanoic acid [5-(1-methyl-3-oxo-propyl)-[1,3,4]thiadiazol-2-yl]-amide (63 mg, 0.148 mmol), isopropylamine (0.2 ml) in dichloroethane (1 ml) and methylene chloride (1 ml) was stirred at r.t. for 10 min. Sodium cyanoborohydride (70 mg), acetic acid (0.1 ml), and sodium sulphate were added and the resulting mixture was stirred at 45-50° C. overnight. The mixture was quenched with water, basified with saturated sodium carbonate, extracted with m... The reactants are O=C(OCc1ccccc1)C(O)Cc1ccccc1, ClCCl, CC(C)OC(=O)N=NC(=O)OC(C)C, O=C1c2ccccc2C(=O)N1O, c1ccc(P(c2ccccc2)c2ccccc2)cc1. The product is O=C(OCc1ccccc1)C(Cc1ccccc1)ON1C(=O)c2ccccc2C1=O. Reaction SMILES: [CH2:1]([c:2]1[cH:3][cH:4][cH:5][cH:6][cH:7]1)[O:8][C:9]([CH:10]([CH2:11][c:12]1[cH:13][cH:14][cH:15][cH:16][cH:17]1)[OH:18])=[O:19].[Cl:65][CH2:66][Cl:67].[O:51]=[C:52]([O:53][CH:54]([CH3:55])[CH3:56])[N:57]=[N:58][C:59]([O:60][CH:61]([CH3:62])[CH3:63])=[O:64].[OH:20][N:21]1[C:22](=[O:31])[c:23]2[c:24]([cH:27][cH:28][cH:29][cH:30]2)[C:25]1=[O:26].[c:32]1([P:33]([c:34]2[cH:35][cH:36][cH:37][cH:38][cH:39]2)[c:40]2[cH:41][cH:42][cH:43][cH:44][cH:45]2)[cH:46][cH:47][cH:48][cH:49][cH:50]1>>[CH2:1]([c:2]1[cH:3][cH:4][cH:5][cH:6][cH:7]1)[O:8][C:9]([CH:10]([CH2:11][c:12]1[cH:13][cH:14][cH:15][cH:16][cH:17]1)[O:18][N:21]1[C:22](=[O:31])[c:23]2[c:24]([cH:27][cH:28][cH:29][cH:30]2)[C:25]1=[O:26])=[O:19]. The reactants are O=C([O-])[O-], CN(C)C=O, CCOC(=O)c1ccc(F)cc1, [K+], [K+], OC1CCNCC1. Product: CCOC(=O)c1ccc(N2CCC(O)CC2)cc1. As a reaction SMILES: [C:20](=[O:21])([O-:22])[O-:23].[CH3:26][N:27]([CH3:28])[CH:29]=[O:30].[F:1][c:2]1[cH:3][cH:4][c:5]([C:6](=[O:7])[O:8][CH2:9][CH3:10])[cH:11][cH:12]1.[K+:24].[K+:25].[OH:13][CH:14]1[CH2:15][CH2:16][NH:17][CH2:18][CH2:19]1>>[c:2]1([N:17]2[CH2:16][CH2:15][CH:14]([OH:13])[CH2:19][CH2:18]2)[cH:3][cH:4][c:5]([C:6](=[O:7])[O:8][CH2:9][CH3:10])[cH:11][cH:12]1.